This data is from the Open Reaction Database (ORD), a public repository of structured organic reaction records. The task is: describe an organic reaction: reactants, conditions, products, and yield The reactants are ClC1=CC(=C(NCCN)C=C1Cl)[N+](=O)[O-] (4,5-dichloro-2-nitro-N-β-aminoethylaniline), COCCN (2-methoxyethylamine). The product is Cl.ClC1=C(NCCOC)C=C(C(=C1)[N+](=O)[O-])NCCN (2-chloro-5-β-aminoethylamino-4-nitro-N-β-methoxyethylaniline hydrochloride). Reaction SMILES: [Cl:1][C:2]1[C:11](Cl)=[CH:10][C:5]([NH:6][CH2:7][CH2:8][NH2:9])=[C:4]([N+:13]([O-:15])=[O:14])[CH:3]=1.[CH3:16][O:17][CH2:18][CH2:19][NH2:20]>>[ClH:1].[Cl:1][C:2]1[CH:3]=[C:4]([N+:13]([O-:15])=[O:14])[C:5]([NH:6][CH2:7][CH2:8][NH2:9])=[CH:10][C:11]=1[NH:20][CH2:19][CH2:18][O:17][CH3:16] |f:2.3|. Procedure details: 0.1 mole (28.6 g) of 4,5-dichloro-2-nitro-N-β-aminoethylaniline prepared in the 1st stage is heated for 4 h 30 min in 60 ml of 2-methoxyethylamine on a steam bath. After cooling and dilution with 200 ml of iced water, the precipitate is recrystallized from isopropanol. After being dissolved in a hot mixture of water and alcohol to which hydrochloric acid has been added, the expected product precipitates as a hydrochloride. It decomposes at 260°-265° C.